From a dataset of the Open Reaction Database (ORD), a public repository of structured organic reaction records. describe an organic reaction: reactants, conditions, products, and yield Reactants: CCCC(=O)Cl, C1CCOC1, COc1ccc2cc(C3(O)CCC(O)CC3CN(C)C)ccc2c1, O. Yields the product CCCC(=O)OC1CCC(O)(c2ccc3cc(OC)ccc3c2)C(CN(C)C)C1, Cl. As a reaction SMILES: [C:25]([CH2:26][CH2:27][CH3:28])(=[O:29])[Cl:30].[CH2:32]1[O:33][CH2:34][CH2:35][CH2:36]1.[CH3:1][N:2]([CH3:3])[CH2:4][CH:5]1[C:6]([OH:12])([c:13]2[cH:14][c:15]3[cH:16][cH:17][c:18]([O:23][CH3:24])[cH:19][c:20]3[cH:21][cH:22]2)[CH2:7][CH2:8][CH:9]([OH:11])[CH2:10]1.[OH2:31]>>[CH3:1][N:2]([CH3:3])[CH2:4][CH:5]1[C:6]([OH:12])([c:13]2[cH:14][c:15]3[cH:16][cH:17][c:18]([O:23][CH3:24])[cH:19][c:20]3[cH:21][cH:22]2)[CH2:7][CH2:8][CH:9]([O:11][C:25]([CH2:26][CH2:27][CH3:28])=[O:29])[CH2:10]1.[ClH:30]. Reactants: BrC1=CC=C(C=C1)CC(=O)O (4-bromo-phenylacetic acid), C(C(=O)Cl)(=O)Cl (oxalyl chloride), acid chloride, BrC1=CC=C(C=C1)CC(=O)Cl (4-bromo-phenylacetic acid chloride), [OH-].[Na+] (NaOH), COC=1C=C(CCN)C=CC1OC (3,4-di-methoxy-phenethylamine). Solvent: C1=CC=CC=C1 (benzene), C(Cl)Cl (CH2Cl2), C(Cl)Cl (CH2Cl2), C(Cl)Cl (CH2Cl2). Run at time 8 hour. The product is BrC1=CC=C(C=C1)CC(=O)NCCC1=CC(=C(C=C1)OC)OC (2-(4-bromo-phenyl)-N-[2-(3,4-dimethoxy-phenyl)-ethyl]-acetamide). RXN SMILES: [Br:1][C:2]1[CH:7]=[CH:6][C:5]([CH2:8][C:9]([OH:11])=O)=[CH:4][CH:3]=1.C(Cl)(=O)C(Cl)=O.BrC1C=CC(CC(Cl)=O)=CC=1.[OH-].[Na+].[CH3:31][O:32][C:33]1[CH:34]=[C:35]([CH:39]=[CH:40][C:41]=1[O:42][CH3:43])[CH2:36][CH2:37][NH2:38]>C1C=CC=CC=1.C(Cl)Cl>[Br:1][C:2]1[CH:3]=[CH:4][C:5]([CH2:8][C:9]([NH:38][CH2:37][CH2:36][C:35]2[CH:39]=[CH:40][C:41]([O:42][CH3:43])=[C:33]([O:32][CH3:31])[CH:34]=2)=[O:11])=[CH:6][CH:7]=1 |f:3.4|. Procedure details: The intermediate 2-(4-bromo-phenyl)-N-[2-(3,4-dimethoxy-phenyl)-ethyl]-acetamide (31) was prepared as follows: A solution of 4-bromo-phenylacetic acid (10.06 g, 46.8 mmol) and oxalyl chloride (101.9 g, 0.8 mol) in 400 mL of benzene was refluxed for 6 h. The solution was evaporated with benzene 3 times and dried in vacuum. A solution of 4-bromo-phenylacetic acid chloride (1.1 mol. equiv.) in CH2Cl2 was added to a mixture of 300 mL of 1N NaOH and solution of 3,4-di-methoxy-phenethylamine (6.55 g, ...